From a dataset of the Open Reaction Database (ORD), a public repository of structured organic reaction records. describe an organic reaction: reactants, conditions, products, and yield Reactants: NC1=C(NC2=CC(=CC(=C12)Cl)Cl)C(=O)OCC (3-amino-2-carbethoxy-4,6-dichloroindole), C1(=CC=CC=C1)S(=O)(=O)Cl (phenylsulfonyl chloride). The solvent is N1=CC=CC=C1 (pyridine). Run at time 48 hour. Product: C1(=CC=CC=C1)S(=O)(=O)NC1=C(NC2=CC(=CC(=C12)Cl)Cl)C(=O)OCC (3-[(Phenylsulfonyl)amino]-2-carbethoxy-4,6-dichloroindole). Yield: 63.0%. RXN SMILES: [NH2:1][C:2]1[C:10]2[C:5](=[CH:6][C:7]([Cl:12])=[CH:8][C:9]=2[Cl:11])[NH:4][C:3]=1[C:13]([O:15][CH2:16][CH3:17])=[O:14].[C:18]1([S:24](Cl)(=[O:26])=[O:25])[CH:23]=[CH:22][CH:21]=[CH:20][CH:19]=1>N1C=CC=CC=1>[C:18]1([S:24]([NH:1][C:2]2[C:10]3[C:5](=[CH:6][C:7]([Cl:12])=[CH:8][C:9]=3[Cl:11])[NH:4][C:3]=2[C:13]([O:15][CH2:16][CH3:17])=[O:14])(=[O:26])=[O:25])[CH:23]=[CH:22][CH:21]=[CH:20][CH:19]=1. Procedure details: Mix 3-amino-2-carbethoxy-4,6-dichloroindole (3.31 g, 12.1 mmol) and anhydrous pyridine (50 mL). Add, by dropwise addition, phenylsulfonyl chloride (2.35 g, 13.33 mmol). Stir for 48 hours at room temperature. Pourinto 1N hydrochloric acid (500 mL), extract with ethyl acetate and dry (MgSO4). Evaporate the solvent in vacuo and recrystallize (ethyl acetate/hexane) to give the title compound (3.15 g, 63%); mp 245°-7° C. Starting materials: CC(C)(C)P(C1=CC=CC=C1C2=CC=CC=C2)C(C)(C)C ((2-biphenyl)di-tert-butylphosphine), ClC1=CC(=C(C#N)C(=C1)C)SCC (4-Chloro-2-ethylsulfanyl-6-methyl-benzonitrile), C[C@H]1NCCOC1 ((R)-3-methylmorpholine), CC(C)([O-])C.[Na+] (sodium tert-butoxide). Reagents/catalysts: C=1C=CC(=CC1)/C=C/C(=O)/C=C/C2=CC=CC=C2.C=1C=CC(=CC1)/C=C/C(=O)/C=C/C2=CC=CC=C2.[Pd] (bis(dibenzylideneacetone)-palladium(0)). Solvent: O1CCOCC1 (dioxane). Run at temperature 100 celsius. Product: C(C)SC1=C(C#N)C(=CC(=C1)N1[C@@H](COCC1)C)C (2-ethylsulfanyl-6-methyl-4-[(3R)-3-methyl-morpholin-4-yl]-benzonitrile). Isolated yield 22.0%. RXN SMILES: Cl[C:2]1[CH:9]=[C:8]([CH3:10])[C:5]([C:6]#[N:7])=[C:4]([S:11][CH2:12][CH3:13])[CH:3]=1.[CH3:14][C@@H:15]1[CH2:20][O:19][CH2:18][CH2:17][NH:16]1.CC(C)([O-])C.[Na+].CC(P(C(C)(C)C)C1C(C2C=CC=CC=2)=CC=CC=1)(C)C>C1C=CC(/C=C/C(/C=C/C2C=CC=CC=2)=O)=CC=1.C1C=CC(/C=C/C(/C=C/C2C=CC=CC=2)=O)=CC=1.[Pd].O1CCOCC1>[CH2:12]([S:11][C:4]1[CH:3]=[C:2]([N:16]2[CH2:17][CH2:18][O:19][CH2:20][C@H:15]2[CH3:14])[CH:9]=[C:8]([CH3:10])[C:5]=1[C:6]#[N:7])[CH3:13] |f:2.3,5.6.7|. Reported procedure: 4-Chloro-2-ethylsulfanyl-6-methyl-benzonitrile (synthesized according to the method described in section a) of example 2) (0.20 g, 0.95 mmol), (R)-3-methylmorpholine (0.14 g, 1.42 mmol) and sodium tert-butoxide (0.27 g, 2.85 mmol) are mixed together with dioxane (1 ml) in a microwave vial. The resulting mixture is degassed and flushed with argon for 20 min followed by the addition of (2-biphenyl)di-tert-butylphosphine (0.056 g, 0.19 mmol) and bis(dibenzylideneacetone)-palladium(0) (0.11 g, 0.19 ... Reactants: N1C=C(C2=CC=CC=C12)C(CC=O)C (3-(1H-Indol-3-yl)-butanal), [O-]Cl=O.[Na+] (NaClO2), NaH2PO4, CC(C)=CC (2-methyl-2-butene). The solvent is C(C)(C)(C)O (tert-butyl alcohol). Reaction conditions: time 12 hour. The product is N1C=C(C2=CC=CC=C12)C(CC(=O)O)C (3-(1H-indol-3-yl)-butanoic acid). As a reaction SMILES: [NH:1]1[C:9]2[C:4](=[CH:5][CH:6]=[CH:7][CH:8]=2)[C:3]([CH:10]([CH3:14])[CH2:11][CH:12]=[O:13])=[CH:2]1.CC(=CC)C.[O-:20]Cl=O.[Na+]>C(O)(C)(C)C>[NH:1]1[C:9]2[C:4](=[CH:5][CH:6]=[CH:7][CH:8]=2)[C:3]([CH:10]([CH3:14])[CH2:11][C:12]([OH:20])=[O:13])=[CH:2]1 |f:2.3|. Reported procedure: 3-(1H-Indol-3-yl)-butanal (130 mg, 0.690 mmol) was dissolved in tert-butyl alcohol (27 mL) and 2-methyl-2-butene (4.7 mL) and subsequently was stirred for 10 min. To this solution was added an aqueous solution (4.7 mL) of NaClO2 (75 mg, 0.83 mmol) and NaH2PO4 (115 mg, 0.830 mmol) in one portion. The reaction mixture was stirred at room temperature for 12 h. The organics were removed by concentrating in vacuo. The residue was diluted with 10 mL of H2O, and adjusted to a neutral pH with 1M HCl. Ex... As a reaction SMILES: [Br:14][c:15]1[c:16]([CH:17]=[O:18])[cH:19][cH:20][cH:21][cH:22]1.[N:1]1([c:7]2[cH:8][c:9](=[O:13])[nH:10][cH:11][n:12]2)[CH2:2][CH2:3][NH:4][CH2:5][CH2:6]1>>[N:1]1([c:7]2[cH:8][c:9](=[O:13])[nH:10][cH:11][n:12]2)[CH2:2][CH2:3][N:4]([CH2:17][c:16]2[c:15]([Br:14])[cH:22][cH:21][cH:20][cH:19]2)[CH2:5][CH2:6]1. Product: O=c1cc(N2CCN(Cc3ccccc3Br)CC2)nc[nH]1. Reactants: O=Cc1ccccc1Br, O=c1cc(N2CCNCC2)nc[nH]1.